From a dataset of the Open Reaction Database (ORD), a public repository of structured organic reaction records. describe an organic reaction: reactants, conditions, products, and yield Reactants: C1COCCN1, ClCCCl, CCOCC, CC(C)N1CCN(C(=O)C2CCN(c3ccc(C(=O)O)cc3)CC2)CC1, ClCCl, Cl, Cl, CN(C)C=O, On1nnc2ccccc21. Product: CC(C)N1CCN(C(=O)C2CCN(c3ccc(C(=O)C4CNCCO4)cc3)CC2)CC1, Cl. Reaction SMILES: [CH2:28]1[CH2:29][O:30][CH2:31][CH2:32][NH:33]1.[CH2:58]([Cl:59])[CH2:60][Cl:61].[CH3:48][CH2:49][O:50][CH2:51][CH3:52].[CH:2]([CH3:3])([CH3:4])[N:5]1[CH2:6][CH2:7][N:8]([C:11](=[O:12])[CH:13]2[CH2:14][CH2:15][N:16]([c:19]3[cH:20][cH:21][c:22]([C:25](=[O:26])[OH:27])[cH:23][cH:24]3)[CH2:17][CH2:18]2)[CH2:9][CH2:10]1.[Cl:45][CH2:46][Cl:47].[ClH:1].[ClH:44].[O:53]=[CH:54][N:55]([CH3:56])[CH3:57].[OH:34][n:35]1[c:36]2[c:37]([cH:38][cH:39][cH:40][cH:41]2)[n:42][n:43]1>>[CH:2]([CH3:3])([CH3:4])[N:5]1[CH2:6][CH2:7][N:8]([C:11](=[O:12])[CH:13]2[CH2:14][CH2:15][N:16]([c:19]3[cH:20][cH:21][c:22]([C:25](=[O:26])[CH:29]4[CH2:28][NH:33][CH2:32][CH2:31][O:30]4)[cH:23][cH:24]3)[CH2:17][CH2:18]2)[CH2:9][CH2:10]1.[ClH:1]. The reactants are CO, CCOC(C)=O, [Cl-], Cc1ccc([N+](=O)[O-])c(C(=O)Nc2cccnc2Cl)c1, [NH4+], [Zn]. The product is Cc1ccc(N)c(C(=O)Nc2cccnc2Cl)c1. RXN SMILES: [CH3:23][OH:24].[CH3:25][CH2:26][O:27][C:28](=[O:29])[CH3:30].[Cl-:21].[Cl:1][c:2]1[n:3][cH:4][cH:5][cH:6][c:7]1[NH:8][C:9]([c:10]1[c:11]([N+:17]([O-:18])=[O:19])[cH:12][cH:13][c:14]([CH3:16])[cH:15]1)=[O:20].[NH4+:22].[Zn:31]>>[Cl:1][c:2]1[n:3][cH:4][cH:5][cH:6][c:7]1[NH:8][C:9]([c:10]1[c:11]([NH2:17])[cH:12][cH:13][c:14]([CH3:16])[cH:15]1)=[O:20].